Dataset: the Open Reaction Database (ORD), a public repository of structured organic reaction records. Task: describe an organic reaction: reactants, conditions, products, and yield The reactants are CO, [H][H], COC(=O)C1(Nc2ccccc2)CCN(Cc2ccccc2)CC1. Yields the product COC(=O)C1(Nc2ccccc2)CCNCC1. RXN SMILES: [CH3:27][OH:28].[H:25][H:26].[c:1]1([NH:7][C:8]2([C:21](=[O:22])[O:23][CH3:24])[CH2:9][CH2:10][N:11]([CH2:14][c:15]3[cH:16][cH:17][cH:18][cH:19][cH:20]3)[CH2:12][CH2:13]2)[cH:2][cH:3][cH:4][cH:5][cH:6]1>>[c:1]1([NH:7][C:8]2([C:21](=[O:22])[O:23][CH3:24])[CH2:9][CH2:10][NH:11][CH2:12][CH2:13]2)[cH:2][cH:3][cH:4][cH:5][cH:6]1. Reagents/catalysts: C1=CC=C(C=C1)P([C-]2C=CC=C2)C3=CC=CC=C3.C1=CC=C(C=C1)P([C-]2C=CC=C2)C3=CC=CC=C3.Cl[Pd]Cl.[Fe+2] ([1,1′-bis(diphenylphosphino)ferrocene]dichloro-palladium(II)). Solvent: mixture, O1CCOCC1.O (1,4-dioxane water). Starting materials: ClC1=CC=CC(=N1)C1(CCN(CC1)CC=1C2=C(C=3CN(C(C3C1)=O)[C@@H]1[C@H](CCCC1)O)C=CC=C2)C#N (4-(6-chloropyridin-2-yl)-1-({2-[(1S,2S)-2-hydroxycyclohexyl]-3-oxo-2,3-dihydro-1H-benzo[e]isoindol-5-yl}methyl)piperidine-4-carbonitrile), CB(O)O (methylboronic acid), C([O-])([O-])=O.[K+].[K+] (potassium carbonate), ClCCl (dichloromethane). As a reaction SMILES: Cl[C:2]1[N:7]=[C:6]([C:8]2([C:36]#[N:37])[CH2:13][CH2:12][N:11]([CH2:14][C:15]3[C:16]4[CH:35]=[CH:34][CH:33]=[CH:32][C:17]=4[C:18]4[CH2:19][N:20]([C@H:25]5[CH2:30][CH2:29][CH2:28][CH2:27][C@@H:26]5[OH:31])[C:21](=[O:24])[C:22]=4[CH:23]=3)[CH2:10][CH2:9]2)[CH:5]=[CH:4][CH:3]=1.[CH3:38]B(O)O.C(=O)([O-])[O-].[K+].[K+].ClCCl>C1C=CC(P(C2C=CC=CC=2)[C-]2C=CC=C2)=CC=1.C1C=CC(P(C2C=CC=CC=2)[C-]2C=CC=C2)=CC=1.Cl[Pd]Cl.[Fe+2].O1CCOCC1.O>[OH:31][C@H:26]1[CH2:27][CH2:28][CH2:29][CH2:30][C@@H:25]1[N:20]1[CH2:19][C:18]2[C:17]3[CH:32]=[CH:33][CH:34]=[CH:35][C:16]=3[C:15]([CH2:14][N:11]3[CH2:12][CH2:13][C:8]([C:6]4[CH:5]=[CH:4][CH:3]=[C:2]([CH3:38])[N:7]=4)([C:36]#[N:37])[CH2:9][CH2:10]3)=[CH:23][C:22]=2[C:21]1=[O:24] |f:2.3.4,6.7.8.9,10.11|. Procedure: To a solution of 4-(6-chloropyridin-2-yl)-1-({2-[(1S,2S)-2-hydroxycyclohexyl]-3-oxo-2,3-dihydro-1H-benzo[e]isoindol-5-yl}methyl)piperidine-4-carbonitrile (0.050 g, 0.097 mmol) in 1 mL mixture of 1,4-dioxane:water (10:1) under an atmosphere of nitrogen was added methylboronic acid (7.0 mg, 0.12 mmol), potassium carbonate (0.040 g, 0.29 mmol), and [1,1′-bis(diphenylphosphino)ferrocene]dichloro-palladium(II), 1:1 complex with dichloromethane (1.4 mg, 0.0019 mmol). The mixture was irradiated in a mi... Yields the product O[C@@H]1[C@H](CCCC1)N1C(C=2C=C(C3=C(C2C1)C=CC=C3)CN3CCC(CC3)(C#N)C3=NC(=CC=C3)C)=O (1-({2-[(1S,2S)-2-Hydroxycyclohexyl]-3-oxo-2,3-dihydro-1H-benzo[e]isoindol-5-yl}methyl)-4-(6-methylpyridin-2-yl)piperidine-4-carbonitrile). Starting materials: C(#N)CCNN=CC1=CC=CC=C1 (benzaldehyde (2-cyanoethyl)hydrazone), N1=CC=CC=C1 (pyridine), ClC(=O)OCC (ethyl chloroformate). The solvent is C(C)(=O)OCC (ethyl acetate), C(C)(=O)OCC (ethyl acetate). The product is C(#N)CCN(N=CC1=CC=CC=C1)C(=O)OCC (Benzaldehyde (2-cyanoethyl)(ethoxycarbonyl)hydrazone). Reaction SMILES: Cl[C:2]([O:4][CH2:5][CH3:6])=[O:3].[C:7]([CH2:9][CH2:10][NH:11][N:12]=[CH:13][C:14]1[CH:19]=[CH:18][CH:17]=[CH:16][CH:15]=1)#[N:8].N1C=CC=CC=1>C(OCC)(=O)C>[C:7]([CH2:9][CH2:10][N:11]([C:2]([O:4][CH2:5][CH3:6])=[O:3])[N:12]=[CH:13][C:14]1[CH:19]=[CH:18][CH:17]=[CH:16][CH:15]=1)#[N:8]. Procedure: 1.08 g (10-2 moles) of ethyl chloroformate in solution in 5 ml of anhydrous ethyl acetate are added dropwise to a solution containing 10-2 moles of benzaldehyde (2-cyanoethyl)hydrazone and 0.79 g (10-2 moles) of anhydrous pyridine in 20 ml of anhydrous ethyl acetate, with stirring in the cold. The reaction mixture is slowly heated to reflux temperature and left stirring for 2 hours and then filtered hot. Reactants: CC[C@H]1C[C@@H]([C@@]2([C@H]([C@H]([C@H]([C@@H](O2)C[C@@H]([C@@H](C)CC/C=C/C=C(\C)/[C@@H]3C/C=C/C=C/[C@@H]([C@@H]([C@H]([C@H](C(=O)N[C@H](C(=O)N[C@H](C(=O)N4CCC[C@H](N4)C(=O)O3)CC=5C=CC=C(C5)O)C(C)C)CCC(=O)C)O)C)O)O)C)O)C)NC1=O)C (Sanglifehrin A), CO (methanol), monohydrate. Conditions: time 1 hour. The product is CC[C@H]1C[C@@H]([C@@]2([C@H]([C@H]([C@H]([C@@H](O2)C[C@@H]([C@@H](C)CC/C=C/C=C(\C)/[C@@H]3C/C=C\C=C/[C@@H]([C@@H]([C@@H]4[C@@H](CC[C@@](O4)(C)OC)C(=O)N[C@H](C(=O)N[C@H](C(=O)N5CCC[C@@H](N5)C(=O)O3)CC6=CC(=CC=C6)O)C(C)C)C)O)O)C)O)C)NC1=O)C (Sanglifehrin C). RXN SMILES: [CH3:1][CH2:2][C@@H:3]1[C:76](=[O:77])[NH:75][C@@:6]2([O:11][C@@H:10]([CH2:12][C@H:13]([OH:71])[C@H:14]([CH2:16][CH2:17]/[CH:18]=[CH:19]/[CH:20]=[C:21](/[C@H:23]3[O:51][C:49](=[O:50])[C@H:47]4[NH:48][N:43]([CH2:44][CH2:45][CH2:46]4)[C:41](=[O:42])[C@H:40]([CH2:52][C:53]4[CH:54]=[CH:55][CH:56]=[C:57]([OH:59])[CH:58]=4)[NH:39][C:37](=[O:38])[C@H:36]([CH:60]([CH3:62])[CH3:61])[NH:35][C:33](=[O:34])[C@H:32]([CH2:63][CH2:64][C:65]([CH3:67])=[O:66])[C@H:31]([OH:68])[C@@H:30]([CH3:69])[C@@H:29]([OH:70])[CH:28]=[CH:27][CH:26]=[CH:25][CH2:24]3)\[CH3:22])[CH3:15])[C@H:9]([CH3:72])[C@H:8]([OH:73])[C@@H:7]2[CH3:74])[C@@H:5]([CH3:78])[CH2:4]1.[CH3:79]O>>[CH3:1][CH2:2][C@@H:3]1[C:76](=[O:77])[NH:75][C@@:6]2([O:11][C@@H:10]([CH2:12][C@H:13]([OH:71])[C@H:14]([CH2:16][CH2:17]/[CH:18]=[CH:19]/[CH:20]=[C:21](/[C@H:23]3[O:51][C:49](=[O:50])[C@@H:47]4[NH:48][N:43]([CH2:44][CH2:45][CH2:46]4)[C:41](=[O:42])[C@H:40]([CH2:52][C:53]4[CH:54]=[CH:55][CH:56]=[C:57]([OH:59])[CH:58]=4)[NH:39][C:37](=[O:38])[C@H:36]([CH:60]([CH3:61])[CH3:62])[NH:35][C:33](=[O:34])[C@@H:32]4[CH2:63][CH2:64][C@:65]([O:66][CH3:79])([CH3:67])[O:68][C@@H:31]4[C@@H:30]([CH3:69])[C@@H:29]([OH:70])[CH:28]=[CH:27][CH:26]=[CH:25][CH2:24]3)\[CH3:22])[CH3:15])[C@H:9]([CH3:72])[C@H:8]([OH:73])[C@@H:7]2[CH3:74])[C@@H:5]([CH3:78])[CH2:4]1. Procedure: To a stirred, cooled (0° C.) solution of 20 mg (18.3 μmol) of Sanglifehrin A in 0.5 mL of methanol is added one crystal of paratoluenesulfonic acid monohydrate. The resulting yellow solution is stirred for one hour and the reaction is quenched with saturated aqueous sodium bicarbonate solution. The resulting mixture is extracted twice with ethyl acetate. The organic solution is washed twice with saturated brine, dried over anhydrous sodium sulfate, filtered and concentrated under reduced pressur... The solvent is C([O-])(O)=O.[Na+] (sodium bicarbonate), ClCCCl (1,2-dichloroethane), O (water). The product is CN(C(OCSC)=O)C=1SC(=NN1)C=1C=NC=CC1 (methylthiomethyl methyl(5-(pyridin-3-yl)-1,3,4-thiadiazol-2-yl)carbamate). Run at temperature 23 celsius, time 2 hour. The reactants are solution, C(=O)(Cl)Cl (phosgene), C1(=CC=CC=C1)C (toluene), N1=CC=CC=C1 (Pyridine), CNC=1SC(=NN1)C=1C=NC=CC1 (N-methyl-5-(pyridin-3-yl)-1,3,4-thiadiazol-2-amine), aqueous solution, C=O (formaldehyde), C[S-].[Na+] (sodium methanethiolate). Reaction SMILES: [CH2:1]=[O:2].[CH3:3][S-:4].[Na+].N1C=CC=CC=1.[C:12](Cl)(Cl)=[O:13].C1(C)C=CC=CC=1.[CH3:23][NH:24][C:25]1[S:26][C:27]([C:30]2[CH:31]=[N:32][CH:33]=[CH:34][CH:35]=2)=[N:28][N:29]=1>O.CN(C)C1C=CN=CC=1.ClCCCl.C(=O)(O)[O-].[Na+]>[CH3:23][N:24]([C:25]1[S:26][C:27]([C:30]2[CH:31]=[N:32][CH:33]=[CH:34][CH:35]=2)=[N:28][N:29]=1)[C:12](=[O:13])[O:2][CH2:1][S:4][CH3:3] |f:1.2,10.11|. The reagents and catalysts are CN(C1=CC=NC=C1)C (4-dimethylaminopyridine). Reported procedure: A 37% aqueous solution of formaldehyde (400 μL, 4.8 mmol, 6.0 equiv) was added to a stirred solution of sodium methanethiolate (170 mg, 2.4 mmol, 3.0 equiv) in water (2.0 mL) at 23° C. The resulting colorless solution was stirred at 23° C. for 2 h. The reaction mixture was extracted with diethyl ether (3×2 mL). The combined organic layers were dried (magnesium sulfate) and gravity-filtered. Pyridine (320 μL, 3.9 mmol, 5.0 equiv) was added and the resulting solution was added to a stirred 20% sol...